Dataset: the Open Reaction Database (ORD), a public repository of structured organic reaction records. Task: describe an organic reaction: reactants, conditions, products, and yield Reactants: CC#N, CCCc1nn(C)c2c(NCc3ccc(OC)c(Cl)c3)nc(CCC(N)=O)nc12, O=C(Cl)C(=O)Cl, CN(C)C=O. Yields the product CCCc1nn(C)c2c(NCc3ccc(OC)c(Cl)c3)nc(CCC#N)nc12. Reaction SMILES: [CH3:41][C:42]#[N:43].[Cl:12][c:13]1[cH:14][c:15]([CH2:16][NH:17][c:18]2[c:19]3[c:20]([n:21][c:22]([CH2:24][CH2:25][C:26](=[O:27])[NH2:28])[n:23]2)[c:29]([CH2:33][CH2:34][CH3:35])[n:30][n:31]3[CH3:32])[cH:36][cH:37][c:38]1[O:39][CH3:40].[Cl:6][C:7]([C:8]([Cl:9])=[O:10])=[O:11].[O:1]=[CH:2][N:3]([CH3:4])[CH3:5]>>[Cl:12][c:13]1[cH:14][c:15]([CH2:16][NH:17][c:18]2[c:19]3[c:20]([n:21][c:22]([CH2:24][CH2:25][C:26]#[N:28])[n:23]2)[c:29]([CH2:33][CH2:34][CH3:35])[n:30][n:31]3[CH3:32])[cH:36][cH:37][c:38]1[O:39][CH3:40]. The reactants are CC1CN(CCC1)CCCOC1=CC=CC=2N(C(=NC21)COC2=CC=C(C=C2)Cl)CCCC2CCN(CC2)C(=O)OC(C)(C)C ((RS) 4-[3-[3-(methyl)piperidin-1-yl]propoxy]-2-[(4-chlorophenoxy)methyl]-1-[3-[1-(t-butoxycarbonyl)piperidin-4-yl]propyl]benzimidazole), FC(C(=O)O)(F)F (trifluoroacetic acid). As a reaction SMILES: [CH3:1][CH:2]1[CH2:7][CH2:6][CH2:5][N:4]([CH2:8][CH2:9][CH2:10][O:11][C:12]2[C:20]3[N:19]=[C:18]([CH2:21][O:22][C:23]4[CH:28]=[CH:27][C:26]([Cl:29])=[CH:25][CH:24]=4)[N:17]([CH2:30][CH2:31][CH2:32][CH:33]4[CH2:38][CH2:37][N:36](C(OC(C)(C)C)=O)[CH2:35][CH2:34]4)[C:16]=3[CH:15]=[CH:14][CH:13]=2)[CH2:3]1.FC(F)(F)C(O)=O>>[CH3:1][CH:2]1[CH2:7][CH2:6][CH2:5][N:4]([CH2:8][CH2:9][CH2:10][O:11][C:12]2[C:20]3[N:19]=[C:18]([CH2:21][O:22][C:23]4[CH:24]=[CH:25][C:26]([Cl:29])=[CH:27][CH:28]=4)[N:17]([CH2:30][CH2:31][CH2:32][CH:33]4[CH2:34][CH2:35][NH:36][CH2:37][CH2:38]4)[C:16]=3[CH:15]=[CH:14][CH:13]=2)[CH2:3]1. Product: CC1CN(CCC1)CCCOC1=CC=CC=2N(C(=NC21)COC2=CC=C(C=C2)Cl)CCCC2CCNCC2 ((RS) 4-[3-[3-(methyl)piperidin-1-yl]propoxy]-2-[(4-chlorophenoxy)methyl]-1-[3-(piperidin-4-yl)propyl]benzimidazole). Reported procedure: The title compound was prepared from (RS) 4-[3-[3-(methyl)piperidin-1-yl]propoxy]-2-[(4-chlorophenoxy)methyl]-1-[3-[1-(t-butoxycarbonyl)piperidin-4-yl]propyl]benzimidazole by standard trifluoroacetic acid deprotection as described supra. Starting materials: BrCc1ccc2ccccc2c1, CCO, Cl, [K+], NC(N)=S, [OH-], O. Yields the product SCc1ccc2ccccc2c1. RXN SMILES: [Br:5][CH2:6][c:7]1[cH:8][c:9]2[cH:10][cH:11][cH:12][cH:13][c:14]2[cH:15][cH:16]1.[CH3:20][CH2:21][OH:22].[ClH:19].[K+:18].[NH2:1][C:2]([NH2:3])=[S:4].[OH-:17].[OH2:23]>>[CH2:2]([SH:4])[c:7]1[cH:8][c:9]2[cH:10][cH:11][cH:12][cH:13][c:14]2[cH:15][cH:16]1. Reactants: O=c1[nH]c2cc(Cl)c(C(F)(F)F)cc2[nH]1, O=P(Cl)(Cl)Cl. Product: FC(F)(F)c1cc2nc(Cl)[nH]c2cc1Cl. Reaction SMILES: [Cl:1][c:2]1[cH:3][c:4]2[c:5]([nH:6][c:7](=[O:9])[nH:8]2)[cH:10][c:11]1[C:12]([F:13])([F:14])[F:15].[P:16]([Cl:17])([Cl:18])([Cl:19])=[O:20]>>[Cl:1][c:2]1[cH:3][c:4]2[c:5]([n:6][c:7]([Cl:18])[nH:8]2)[cH:10][c:11]1[C:12]([F:13])([F:14])[F:15]. Starting materials: Cl.O (hydrochloric acid water), C(=C)[Mg]Br.O1CCCC1 (vinyl magnesium bromide tetrahydrofuran), O1CCCC1 (tetrahydrofuran), C(C)OC(C(=C(CC1=CC=C(C=C1)OC)C)C#N)=O (2-Cyano-4-(4-methoxy-phenyl)-3-methyl-but-2-enoic Acid Ethyl Ester). Reagents/catalysts: [I].[Cu] (copper iodine). Run in C(C)OCC (ethyl ether). Reaction conditions: time 8 hour. The product is C(C)OC(C(C(C=C)(C)CC1=CC=C(C=C1)OC)C#N)=O (2-Cyano-3-(4-methoxy-benzyl)-3-methyl-pent-4-enoic Acid Ethyl Ester). RXN SMILES: [CH:1]([Mg]Br)=[CH2:2].O1CC[CH2:7][CH2:6]1.O1CCCC1.C(O[C:18](=[O:33])[C:19]([C:31]#[N:32])=[C:20]([CH3:30])[CH2:21][C:22]1[CH:27]=[CH:26][C:25]([O:28][CH3:29])=[CH:24][CH:23]=1)C.Cl.[OH2:35]>[I].[Cu].C(OCC)C>[CH2:6]([O:35][C:18](=[O:33])[CH:19]([C:31]#[N:32])[C:20]([CH2:21][C:22]1[CH:23]=[CH:24][C:25]([O:28][CH3:29])=[CH:26][CH:27]=1)([CH3:30])[CH:1]=[CH2:2])[CH3:7] |f:0.1,4.5,6.7,^1:35|. Procedure details: To a solution of 1 M vinyl magnesium bromide/tetrahydrofuran (38.6 ml), copper iodine (0.08 g), and tetrahydrofuran (50 ml) was added the solution of product produced in STEP 1 (10.0 g) and ethyl ether (20 ml). The resulting solution was stirred at room temperature overnight. The solution was poured into 5% hydrochloric acid/water (100 ml). The organic layer was separated and the aqueous portion was extracted well with ethyl ether and the combined organic extract was washed with water, brine and... Reactants: CC(C)COC(=O)Cl, NC1CCN(Cc2ccccc2)C1, C1CCOC1, CC#N, O=C(O)CNC(=O)c1cccc(C(F)(F)F)c1. Product: O=C(CNC(=O)c1cccc(C(F)(F)F)c1)NC1CCN(Cc2ccccc2)C1. RXN SMILES: [CH2:18]([O:19][C:20]([Cl:21])=[O:22])[CH:23]([CH3:24])[CH3:25].[CH2:26]([c:27]1[cH:28][cH:29][cH:30][cH:31][cH:32]1)[N:33]1[CH2:34][CH:35]([NH2:38])[CH2:36][CH2:37]1.[CH2:42]1[O:43][CH2:44][CH2:45][CH2:46]1.[CH3:39][C:40]#[N:41].[F:1][C:2]([c:3]1[cH:4][c:5]([C:6](=[O:7])[NH:8][CH2:9][C:10](=[O:11])[OH:12])[cH:13][cH:14][cH:15]1)([F:16])[F:17]>>[F:1][C:2]([c:3]1[cH:4][c:5]([C:6](=[O:7])[NH:8][CH2:9][C:10](=[O:12])[NH:38][CH:35]2[CH2:34][N:33]([CH2:26][c:27]3[cH:28][cH:29][cH:30][cH:31][cH:32]3)[CH2:37][CH2:36]2)[cH:13][cH:14][cH:15]1)([F:16])[F:17].